Dataset: the Open Reaction Database (ORD), a public repository of structured organic reaction records. Task: describe an organic reaction: reactants, conditions, products, and yield Reactants: ClCCl, CCCCCCCCCCCCCCOc1cc(C(=O)O)ccc1OC, CN(C)C=O, O=C(Cl)C(=O)Cl. Product: CCCCCCCCCCCCCCOc1cc(C(=O)Cl)ccc1OC. Reaction SMILES: [CH2:33]([Cl:34])[Cl:35].[CH3:1][O:2][c:3]1[c:4]([O:12][CH2:13][CH2:14][CH2:15][CH2:16][CH2:17][CH2:18][CH2:19][CH2:20][CH2:21][CH2:22][CH2:23][CH2:24][CH2:25][CH3:26])[cH:5][c:6]([C:7](=[O:8])[OH:9])[cH:10][cH:11]1.[CH3:36][N:37]([CH3:38])[CH:39]=[O:40].[Cl:27][C:28]([C:29]([Cl:30])=[O:31])=[O:32]>>[CH3:1][O:2][c:3]1[c:4]([O:12][CH2:13][CH2:14][CH2:15][CH2:16][CH2:17][CH2:18][CH2:19][CH2:20][CH2:21][CH2:22][CH2:23][CH2:24][CH2:25][CH3:26])[cH:5][c:6]([C:7](=[O:8])[Cl:27])[cH:10][cH:11]1. Starting materials: O=C[C@H](O)[C@H](O)[C@@H](O)[C@@H](O)C (L-rhamnose), OCC(=O)[C@@H](O)[C@@H](O)[C@H](O)CO (D-tagatose), O=C[C@H](O)[C@H](O)[C@@H](O)[C@@H](O)C (L-rhamnose), OCC(=O)[C@@H](O)[C@H](O)[C@@H](O)C (L-rhamnulose). The product is OCC(=O)[C@@H](O)[C@@H](O)[C@@H](O)C (6-deoxy L-psicose). As a reaction SMILES: [O:1]=[CH:2][C@@H:3]([C@@H:5]([C@H:7]([C@H:9]([CH3:11])[OH:10])[OH:8])[OH:6])[OH:4].OCC([C@H]([C@@H]([C@H](C)O)O)O)=O.OCC([C@H]([C@H]([C@@H](CO)O)O)O)=O>>[OH:1][CH2:2][C:3]([C@H:5]([C@H:7]([C@H:9]([CH3:11])[OH:10])[OH:8])[OH:6])=[O:4]. Procedure: Using L-rhamnose isomerase, L-rhamnose is isomerized to L-rhamnulose (6-deoxy L-fructose), which is then epimerized with D-tagatose 3-epimerase to produce 6-deoxy L-psicose. Reactants: CO, COC(=O)C(C)(OCc1ccc(-c2ccc(Cl)cc2)cc1)C(F)(F)F, [K+], [OH-], O. Product: CC(OCc1ccc(-c2ccc(Cl)cc2)cc1)(C(=O)O)C(F)(F)F. As a reaction SMILES: [CH3:28][OH:29].[Cl:1][c:2]1[cH:3][cH:4][c:5](-[c:8]2[cH:9][cH:10][c:11]([CH2:12][O:13][C:14]([C:15](=[O:16])[O:17][CH3:18])([C:19]([F:20])([F:21])[F:22])[CH3:23])[cH:24][cH:25]2)[cH:6][cH:7]1.[K+:27].[OH-:26].[OH2:30]>>[Cl:1][c:2]1[cH:3][cH:4][c:5](-[c:8]2[cH:9][cH:10][c:11]([CH2:12][O:13][C:14]([C:15](=[O:16])[OH:17])([C:19]([F:20])([F:21])[F:22])[CH3:23])[cH:24][cH:25]2)[cH:6][cH:7]1.